Dataset: the Open Reaction Database (ORD), a public repository of structured organic reaction records. Task: describe an organic reaction: reactants, conditions, products, and yield The reactants are COC(CC1=CC(=C(C=C1)OC)OC1=C(C=C(C=C1)Br)CBr)=O ([3-(4-bromo-2-bromomethyl-phenoxy)-4-methoxy-phenyl]-acetic acid methyl ester), C[C@@H]1NC(O[C@@H]1C1=CC=CC=C1)=O ((4S,5R)-(−)-4-methyl-5-phenyl-2-oxazolidinone). Yields the product COC(CC1=CC(=C(C=C1)OC)OC1=C(C=C(C=C1)Br)CN1C(O[C@@H]([C@@H]1C)C1=CC=CC=C1)=O)=O ({3-[4-Bromo-2-((4S,5R)-4-methyl-2-oxo-5-phenyl-oxazolidin-3-ylmethyl)-phenoxy]-4-methoxy-phenyl}-acetic acid methyl ester). Reaction SMILES: [CH3:1][O:2][C:3](=[O:23])[CH2:4][C:5]1[CH:10]=[CH:9][C:8]([O:11][CH3:12])=[C:7]([O:13][C:14]2[CH:19]=[CH:18][C:17]([Br:20])=[CH:16][C:15]=2[CH2:21]Br)[CH:6]=1.[CH3:24][C@H:25]1[C@@H:29]([C:30]2[CH:35]=[CH:34][CH:33]=[CH:32][CH:31]=2)[O:28][C:27](=[O:36])[NH:26]1>>[CH3:1][O:2][C:3](=[O:23])[CH2:4][C:5]1[CH:10]=[CH:9][C:8]([O:11][CH3:12])=[C:7]([O:13][C:14]2[CH:19]=[CH:18][C:17]([Br:20])=[CH:16][C:15]=2[CH2:21][N:26]2[C@@H:25]([CH3:24])[C@@H:29]([C:30]3[CH:35]=[CH:34][CH:33]=[CH:32][CH:31]=3)[O:28][C:27]2=[O:36])[CH:6]=1. Procedure details: Prepared according to the procedure described in Example 6, Step 5, using the following starting materials: [3-(4-bromo-2-bromomethyl-phenoxy)-4-methoxy-phenyl]-acetic acid methyl ester and (4S,5R)-(−)-4-methyl-5-phenyl-2-oxazolidinone. Run at time 4 day. Reactants: CN(C)CCSCCC(C(=O)OCC)=O (ethyl 4-(2-(N,N-dimethylamino)ethylthio)-2-oxobutanoate), P(OCC)(OCC)[O-] (diethyl phosphite). Procedure: A mixture of 2.33 g (0.01 mole) of ethyl 4-(2-(N,N-dimethylamino)ethylthio)-2-oxobutanoate in 6.9 g (0.05 mole) of diethyl phosphite was stirred at 20°-30° for 4 days. The excess diethyl phosphite is removed under vacuum on a rotary evaporator, and the crude product is purified by flash chromatography on silica gel using chlorofomi/ethanol as eluant. The product is C(C)OP(=O)(C(C(=O)OCC)(CCSCCN(C)C)O)OCC (Ethyl 2-Diethoxyphosphinyl-4-(2-(N,N-dimethylamino)ethylthio)-2-hydroxybutanoate). RXN SMILES: [CH3:1][N:2]([CH2:4][CH2:5][S:6][CH2:7][CH2:8][C:9](=[O:15])[C:10]([O:12][CH2:13][CH3:14])=[O:11])[CH3:3].[P:16]([O-:23])([O:20][CH2:21][CH3:22])[O:17][CH2:18][CH3:19]>>[CH2:18]([O:17][P:16]([O:20][CH2:21][CH3:22])([C:9]([OH:15])([CH2:8][CH2:7][S:6][CH2:5][CH2:4][N:2]([CH3:3])[CH3:1])[C:10]([O:12][CH2:13][CH3:14])=[O:11])=[O:23])[CH3:19]. Starting materials: BrC1=C(N)C=CC(=C1)F (2-bromo-4-fluoro-aniline), [Na+].[N+](=O)([O-])C=1C=C(C=CC1)S(=O)(=O)[O-] (m-nitrobenzene sulfonic acid sodium salt), S(O)(O)(=O)=O (sulfuric acid), [OH-].[Na+] (NaOH). Solvent: OCC(O)CO (glycerol). Conditions: temperature 150 celsius. Product: FC=1C=C2C=CC=NC2=C(C1)Br (6-fluoro-8-bromo-quinoline). Yield: 416.7%. RXN SMILES: [Br:1][C:2]1[CH:8]=[C:7]([F:9])[CH:6]=[CH:5][C:3]=1[NH2:4].[Na+].[N+]([C:14]1[CH:15]=C(S([O-])(=O)=O)C=C[CH:19]=1)([O-])=O.S(=O)(=O)(O)O.[OH-].[Na+]>OCC(CO)O>[F:9][C:7]1[CH:6]=[C:5]2[C:3](=[C:2]([Br:1])[CH:8]=1)[N:4]=[CH:15][CH:14]=[CH:19]2 |f:1.2,4.5|. Procedure: To a mixture of 7.0 g of 2-bromo-4-fluoro-aniline, 7.0 g of glycerol and 13.0 g of m-nitrobenzene sulfonic acid sodium salt, 20 ml of 70% sulfuric acid was added drop by drop. The reaction temperature was raised to 150° C. for 4 hr. The mixture was cooled, poured on water neutralized with NaOH and the formed precipitate was filtered to yield 34.7 g of 6-fluoro-8-bromo-quinoline. MS (ES) m/z (relative intensity): 227 (M++H, 100). Reactants: N/C=1/C\C(=C/C2=C(\N1)C=C(C=C2)C2=CC=C(C(=O)OCC1=CC=CC=C1)C=C2)\C(N(CCC)CCC)=O (Benzyl 4-((1E,4E)-2-amino-4-(dipropylcarbamoyl)-3H-benzo[b]azepin-8-yl)benzoate), [H][H] (hydrogen). Reagents/catalysts: [Pd] (Pd/C). Solvent: CO (methanol). Yields the product N/C=1/C\C(=C/C2=C(\N1)C=C(C=C2)C2=CC=C(C(=O)O)C=C2)\C(N(CCC)CCC)=O (4-((1E,4E)-2-amino-4-(dipropylcarbamoyl)-3H-benzo[b]azepin-8-yl)benzoic acid). As a reaction SMILES: [NH2:1][C:2]1[CH2:3][C:4]([C:29](=[O:37])[N:30]([CH2:34][CH2:35][CH3:36])[CH2:31][CH2:32][CH3:33])=[CH:5][C:6]2[CH:12]=[CH:11][C:10]([C:13]3[CH:28]=[CH:27][C:16]([C:17]([O:19]CC4C=CC=CC=4)=[O:18])=[CH:15][CH:14]=3)=[CH:9][C:7]=2[N:8]=1.[H][H]>CO.[Pd]>[NH2:1][C:2]1[CH2:3][C:4]([C:29](=[O:37])[N:30]([CH2:34][CH2:35][CH3:36])[CH2:31][CH2:32][CH3:33])=[CH:5][C:6]2[CH:12]=[CH:11][C:10]([C:13]3[CH:28]=[CH:27][C:16]([C:17]([OH:19])=[O:18])=[CH:15][CH:14]=3)=[CH:9][C:7]=2[N:8]=1. Procedure details: Benzyl 4-((1E,4E)-2-amino-4-(dipropylcarbamoyl)-3H-benzo[b]azepin-8-yl)benzoate (0.025 g, 0.0504 mmol) was suspended in 1 ml of methanol, and 25 mgs of 10% Pd/C (Degussa type) was added and the mixture was hydrogenated under a balloon of hydrogen for one hour. This mixture was then filtered through GF/F filter paper, and the filtrate was concentrated to 16 mgs of 4-((1E,4E)-2-amino-4-(dipropylcarbamoyl)-3H-benzo[b]azepin-8-yl)benzoic acid (78%). 1H-NMR (400 MHz, DMSO-d6) δ 7.98-8.03 (m, 2H), 7.7... Starting materials: NC1=NC(=NC=C1C(C1=C(C=CC(=C1)OC)OC)=O)NC1CCN(CC1)C(C)=O (1-[4-[4-amino-5-(2,5-dimethoxy-benzoyl)-pyrimidin-2-ylamino]-piperidin-1-yl]-ethanone), FC(C(=O)O)(F)F.CS(=O)(=O)N1CCC(CC1)N (1-methanesulfonyl-piperidin-4-ylamine; compound with trifluoroacetic acid). The product is NC1=NC(=NC=C1C(=O)C1=C(C=CC(=C1)OC)OC)NC1CCN(CC1)S(=O)(=O)C ([4-amino-2-(1-methanesulfonyl-piperidin-4-ylamino)-pyrimidin-5-yl]-(2,5-dimethoxy-phenyl)-methanone). As a reaction SMILES: [NH2:1][C:2]1[C:7]([C:8](=[O:19])[C:9]2[CH:14]=[C:13]([O:15][CH3:16])[CH:12]=[CH:11][C:10]=2[O:17][CH3:18])=[CH:6][N:5]=[C:4]([NH:20][CH:21]2[CH2:26][CH2:25][N:24](C(=O)C)[CH2:23][CH2:22]2)[N:3]=1.FC(F)(F)C(O)=O.[CH3:37][S:38](N1CCC(N)CC1)(=[O:40])=[O:39]>>[NH2:1][C:2]1[C:7]([C:8]([C:9]2[CH:14]=[C:13]([O:15][CH3:16])[CH:12]=[CH:11][C:10]=2[O:17][CH3:18])=[O:19])=[CH:6][N:5]=[C:4]([NH:20][CH:21]2[CH2:26][CH2:25][N:24]([S:38]([CH3:37])(=[O:40])=[O:39])[CH2:23][CH2:22]2)[N:3]=1 |f:1.2|. Procedure details: The same procedure as described in Example 326 was used, starting with 1-[4-[4-amino-5-(2,5-dimethoxy-benzoyl)-pyrimidin-2-ylamino]-piperidin-1-yl]-ethanone (Example 330) and 1-methanesulfonyl-piperidin-4-ylamine; compound with trifluoroacetic acid (Example 162) to give [4-amino-2-(1-methanesulfonyl-piperidin-4-ylamino)-pyrimidin-5-yl]-(2,5-dimethoxy-phenyl)-methanone. MS (M+H)+, 436